From a dataset of the Open Reaction Database (ORD), a public repository of structured organic reaction records. describe an organic reaction: reactants, conditions, products, and yield Starting materials: N[C@H](CO)CC(C)C1=CC(=C(C=C1)Cl)Cl ((S)-2-amino-4-(3,4-dichloro-phenyl)-pentan-1-ol), N#CBr (cyanogen bromide). The product is ClC=1C=C(C=CC1Cl)C(C[C@@H]1N=C(OC1)N)C ((5)-4-[2-(3,4-dichloro-phenyl)-propyl]-4,5-dihydro-oxazol-2-ylamine). As a reaction SMILES: [NH2:1][C@@H:2]([CH2:5][CH:6]([C:8]1[CH:13]=[CH:12][C:11]([Cl:14])=[C:10]([Cl:15])[CH:9]=1)[CH3:7])[CH2:3][OH:4].[N:16]#[C:17]Br>>[Cl:15][C:10]1[CH:9]=[C:8]([CH:6]([CH3:7])[CH2:5][C@H:2]2[CH2:3][O:4][C:17]([NH2:16])=[N:1]2)[CH:13]=[CH:12][C:11]=1[Cl:14]. Procedure details: In analogy to example 1b (S)-2-amino-4-(3,4-dichloro-phenyl)-pentan-1-ol was reacted with cyanogen bromide to give (5)-4-[2-(3,4-dichloro-phenyl)-propyl]-4,5-dihydro-oxazol-2-ylamine (mainly one epimer). Colourless oil. MS (ISP): 277.1 ([{37Cl}M+H]+), 275.0 ([{37Cl35Cl}M+H]+), 273.1 ([{35Cl}M+H]+). The product is NC1=C(C=CC(=C1)C(F)(F)F)N1CC(CC1)N(C)C (1-(2-amino-4-(trifluoromethyl)phenyl)-N,N-dimethylpyrrolidin-3-amine). Reagents/catalysts: [Pd] (Pd/C). Procedure: To a solution of (R)-N,N-dimethyl-1-(2-nitro-4-(trifluoromethyl)phenyl)pyrrolidin-3-amine (1.75 g, 5.77 mmol) in MeOH (60 mL) was added 10% Pd/C (0.30 g, 0.29 mmol). H2 gas was bubbled through the solution for 5 minutes, and the reaction was stirred at RT under an atmosphere of H2 gas. The reaction was monitored by LCMS for disappearance of starting material and formation of product. The mixture was filtered through celite with MeOH, and concentrated to afford the product as an orange/red oil. The reactants are CN([C@H]1CN(CC1)C1=C(C=C(C=C1)C(F)(F)F)[N+](=O)[O-])C ((R)-N,N-dimethyl-1-(2-nitro-4-(trifluoromethyl)phenyl)pyrrolidin-3-amine). RXN SMILES: [CH3:1][N:2]([CH3:21])[C@@H:3]1[CH2:7][CH2:6][N:5]([C:8]2[CH:13]=[CH:12][C:11]([C:14]([F:17])([F:16])[F:15])=[CH:10][C:9]=2[N+:18]([O-])=O)[CH2:4]1>CO.[Pd]>[NH2:18][C:9]1[CH:10]=[C:11]([C:14]([F:15])([F:16])[F:17])[CH:12]=[CH:13][C:8]=1[N:5]1[CH2:6][CH2:7][CH:3]([N:2]([CH3:21])[CH3:1])[CH2:4]1. Run in CO (MeOH). The reactants are CC(=O)Br, Cc1nc2ccccc2n1C1CC2CCC(C1)N2CCC1(c2ccccc2)CCN(C(=O)c2ccc(Cl)c(S(N)(=O)=O)c2)CC1. The product is CC(=O)NS(=O)(=O)c1cc(C(=O)N2CCC(CCN3C4CCC3CC(n3c(C)nc5ccccc53)C4)(c3ccccc3)CC2)ccc1Cl. RXN SMILES: [C:46]([CH3:47])(=[O:48])[Br:49].[Cl:1][c:2]1[c:3]([S:42](=[O:43])(=[O:44])[NH2:45])[cH:4][c:5]([C:8](=[O:9])[N:10]2[CH2:11][CH2:12][C:13]([c:16]3[cH:17][cH:18][cH:19][cH:20][cH:21]3)([CH2:22][CH2:23][N:24]3[CH:25]4[CH2:26][CH:27]([n:32]5[c:33]([CH3:41])[n:34][c:35]6[c:36]5[cH:37][cH:38][cH:39][cH:40]6)[CH2:28][CH:29]3[CH2:30][CH2:31]4)[CH2:14][CH2:15]2)[cH:6][cH:7]1>>[Cl:1][c:2]1[c:3]([S:42](=[O:43])(=[O:44])[NH:45][C:46]([CH3:47])=[O:48])[cH:4][c:5]([C:8](=[O:9])[N:10]2[CH2:11][CH2:12][C:13]([c:16]3[cH:17][cH:18][cH:19][cH:20][cH:21]3)([CH2:22][CH2:23][N:24]3[CH:25]4[CH2:26][CH:27]([n:32]5[c:33]([CH3:41])[n:34][c:35]6[c:36]5[cH:37][cH:38][cH:39][cH:40]6)[CH2:28][CH:29]3[CH2:30][CH2:31]4)[CH2:14][CH2:15]2)[cH:6][cH:7]1. RXN SMILES: [F:1][C:2]1[CH:3]=[C:4]2[C:9](=[CH:10][CH:11]=1)[O:8][CH2:7][CH2:6][C:5]2=[O:12].[N+]([O-])([O-])=[O:14].[N+]([O-])([O-])=O.[N+]([O-])([O-])=O.[Tl+3]>>[F:1][C:2]1[CH:11]=[CH:10][C:9]2[O:8][CH2:7][CH:6]([C:5]([OH:12])=[O:14])[C:4]=2[CH:3]=1 |f:1.2.3.4|. The reactants are FC=1C=C2C(CCOC2=CC1)=O (6-fluoro-4-chromanone), [N+](=O)([O-])[O-].[N+](=O)([O-])[O-].[N+](=O)([O-])[O-].[Tl+3] (thallium trinitrate). Procedure details: The title compound was prepared from 6-fluoro-4-chromanone (D12) (9.96 g, 0.06 mole) and thallium trinitrate (0.083 mole) on K10 clay (84 g) by the method of Description 1, as a yellow solid, (1.66 g, 15%). Product: FC=1C=CC2=C(C(CO2)C(=O)O)C1 (5-fluoro-2,3-dihydrobenzofuran-3-carboxylic acid).